This data is from the Open Reaction Database (ORD), a public repository of structured organic reaction records. The task is: describe an organic reaction: reactants, conditions, products, and yield The reactants are ClC(Cl)(OC(OC(Cl)(Cl)Cl)=O)Cl (triphosgen), CNC.C1CCOC1 (dimethylamine THF), N12CCCCCC2=NCCC1 (1,8-Diazabicyclo[5,4,0]undec-7-ene), Cl.NCC1=C2C(N(C(C2=CC=C1)=O)C1C(NC(CC1)=O)=O)=O (4-aminomethyl-2-(2,6-dioxo-piperidin-3-yl)-isoindole-1,3-dione hydrochloride). Solvent: C(C)#N (acetonitrile), C(C)#N (acetonitrile). Run at time 30 minute. Product: O=C1NC(CCC1N1C(C2=CC=CC(=C2C1=O)CNC(N(C)C)=O)=O)=O (3-[2-(2,6-dioxo-piperidin-3-yl)-1,3-dioxo-2,3-dihydro-1H-isoindol-4-ylmethyl]-1,1-dimethyl-urea). Isolated yield 101.5%. As a reaction SMILES: [N:1]12[CH2:11]CCN=[C:7]1CCCC[CH2:2]2.Cl.[NH2:13][CH2:14][C:15]1[CH:23]=[CH:22][CH:21]=[C:20]2[C:16]=1[C:17](=[O:33])[N:18]([CH:25]1[CH2:30][CH2:29][C:28](=[O:31])[NH:27][C:26]1=[O:32])[C:19]2=[O:24].ClC(Cl)([O:37]C(=O)OC(Cl)(Cl)Cl)Cl.CNC.C1COCC1>C(#N)C>[O:32]=[C:26]1[CH:25]([N:18]2[C:17](=[O:33])[C:16]3[C:20](=[CH:21][CH:22]=[CH:23][C:15]=3[CH2:14][NH:13][C:2](=[O:37])[N:1]([CH3:11])[CH3:7])[C:19]2=[O:24])[CH2:30][CH2:29][C:28](=[O:31])[NH:27]1 |f:1.2,4.5|. Procedure details: 1,8-Diazabicyclo[5,4,0]undec-7-ene (1.0 g, 6.8 mmol) was added to a stirred suspension of 4-aminomethyl-2-(2,6-dioxo-piperidin-3-yl)-isoindole-1,3-dione hydrochloride (1.0 g, 3.1 mmol) in acetonitrile (50 mL). The mixture was stirred for 30 minutes, then added slowly to a stirred solution of triphosgen (0.3 g, 1.1 mmol) in acetonitrile (20 mL) over 20 minutes. After stirring for another 10 minutes, a solution of dimethylamine/THF (2.0 M, 1.6 mL, 3.1 mmol) and diidopropylethylamine (0.5 g, 3.7 mm... Starting materials: C(C)(=O)C1=CC=CC=C1 (acetophenone), NCCO (2-aminoethanol), [BH4-].[Na+] (Sodium borohydride). The reagents and catalysts are CC([O-])C.[Ti+4].CC([O-])C.CC([O-])C.CC([O-])C (titanium(IV) isopropoxide). Run in CO (methanol). Conditions: time 48 hour. Yields the product C1(=CC=CC=C1)C(C)NCCO (2-(1-phenylethylamino)ethanol). The yield is 98.8%. Reaction SMILES: [C:1]([C:4]1[CH:9]=[CH:8][CH:7]=[CH:6][CH:5]=1)(=O)[CH3:2].[NH2:10][CH2:11][CH2:12][OH:13].[BH4-].[Na+]>CO.CC(C)[O-].[Ti+4].CC(C)[O-].CC(C)[O-].CC(C)[O-]>[C:4]1([CH:1]([NH:10][CH2:11][CH2:12][OH:13])[CH3:2])[CH:9]=[CH:8][CH:7]=[CH:6][CH:5]=1 |f:2.3,5.6.7.8.9|. Procedure: A mixture of acetophenone (2.00 g, 16.6 mmol, Eq: 1.00), 2-aminoethanol (3.05 g, 49.9 mmol, Eq: 3.00) and titanium(IV) isopropoxide (6.15 g, 6.41 ml, 21.6 mmol, Eq: 1.3) in absolute methanol (25 ml) was stirred under nitrogen at room temperature for 48 hrs. Sodium borohydride (630 mg, 16.6 mmol, Eq: 1.00) was then added at 0° C. and the resulting mixture was stirred for an additional 2 hr. The reaction was then quenched by adding water (1 ml). Stirring was continued at room temperature for 20 mi...